Dataset: the Open Reaction Database (ORD), a public repository of structured organic reaction records. Task: describe an organic reaction: reactants, conditions, products, and yield Starting materials: CCCCc1c(C(=O)O)[nH]c2ccccc2c1=O, c1ccc(Oc2ccccc2)cc1. Yields the product CCCCc1c[nH]c2ccccc2c1=O. As a reaction SMILES: [CH2:1]([CH2:2][CH2:3][CH3:4])[c:5]1[c:6]([C:16]([OH:17])=[O:18])[nH:7][c:8]2[cH:9][cH:10][cH:11][cH:12][c:13]2[c:14]1=[O:15].[O:19]([c:20]1[cH:21][cH:22][cH:23][cH:24][cH:25]1)[c:26]1[cH:27][cH:28][cH:29][cH:30][cH:31]1>>[CH2:1]([CH2:2][CH2:3][CH3:4])[c:5]1[cH:6][nH:7][c:8]2[cH:9][cH:10][cH:11][cH:12][c:13]2[c:14]1=[O:15]. The reactants are ClC1=C(C=CC(=C1)F)N1NC=2[C@]3(CC[C@@H](C2C1=O)C3(C)C)C ((4R,7S)-2-(2-chloro-4-fluoro-phenyl)-7,8,8-trimethyl-1,2,4,5,6,7-hexahydro-4,7-methano-indazol-3-one), ClC1=C(C=CC(=C1)F)N1NC=2[C@]3(CC[C@@H](C2C1=O)C3(C)C)C ((4R,7S)-2-(2-chloro-4-fluoro-phenyl)-7,8,8-trimethyl-1,2,4,5,6,7-hexahydro-4,7-methano-indazol-3-one), ICCC(C)C (1-iodo-3-methylbutane). The reagents and catalysts are [I-].C(CCC)[N+](CCCC)(CCCC)CCCC (tetrabutylammonium iodide). Solvent: CN(C=O)C (dimethylformamide). Conditions: temperature 80 celsius. The product is ClC1=C(C=CC(=C1)F)N1N(C=2[C@]3(CC[C@@H](C2C1=O)C3(C)C)C)CCC(C)C ((4R,7S)-2-(2-chloro-4-fluoro-phenyl)-7,8,8-trimethyl-1-(3-methyl-butyl)-1,2,4,5,6,7-hexahydro-4,7-methano-indazol-3-one). Isolated yield 16.9%. RXN SMILES: [Cl:1][C:2]1[CH:7]=[C:6]([F:8])[CH:5]=[CH:4][C:3]=1[N:9]1[C:17](=[O:18])[C:16]2[C@H:15]3[C:19]([CH3:21])([CH3:20])[C@:12]([CH3:22])([CH2:13][CH2:14]3)[C:11]=2[NH:10]1.I[CH2:24][CH2:25][CH:26]([CH3:28])[CH3:27]>[I-].C([N+](CCCC)(CCCC)CCCC)CCC.CN(C)C=O>[Cl:1][C:2]1[CH:7]=[C:6]([F:8])[CH:5]=[CH:4][C:3]=1[N:9]1[C:17](=[O:18])[C:16]2[C@H:15]3[C:19]([CH3:21])([CH3:20])[C@:12]([CH3:22])([CH2:13][CH2:14]3)[C:11]=2[N:10]1[CH2:24][CH2:25][CH:26]([CH3:28])[CH3:27] |f:2.3|. Procedure details: A mixture of (4R,7S)-2-(2-chloro-4-fluoro-phenyl)-7,8,8-trimethyl-1,2,4,5,6,7-hexahydro-4,7-methano-indazol-3-one (Intermediate 43; 150 mg, 0.47 mmol), tetrabutylammonium iodide (174 mg, 0.47 mmol) and 1-iodo-3-methylbutane (230 μL, 1.75 mmol) in dimethylformamide (3 mL) was heated at 80° C. for 4 days. The solvent was evaporated and dichloromethane (50 mL) was added. The solution was washed with water (2×20 mL), saturated aqueous sodium thiosulfate (20 mL), and brine (20 mL), dried (magnesium s... Reactants: CCN(C(C)C)C(C)C, O=C(Cl)c1ccc(Cl)cc1, ClCCl, NCCNc1nsc2ccccc12. Yields the product O=C(NCCNc1nsc2ccccc12)c1ccc(Cl)cc1. As a reaction SMILES: [CH:14]([N:15]([CH:16]([CH3:17])[CH3:18])[CH2:19][CH3:20])([CH3:21])[CH3:22].[Cl:23][C:24](=[O:25])[c:26]1[cH:27][cH:28][c:29]([Cl:30])[cH:31][cH:32]1.[Cl:33][CH2:34][Cl:35].[s:1]1[n:2][c:3]([NH:10][CH2:11][CH2:12][NH2:13])[c:4]2[c:5]1[cH:6][cH:7][cH:8][cH:9]2>>[s:1]1[n:2][c:3]([NH:10][CH2:11][CH2:12][NH:13][C:24](=[O:25])[c:26]2[cH:27][cH:28][c:29]([Cl:30])[cH:31][cH:32]2)[c:4]2[c:5]1[cH:6][cH:7][cH:8][cH:9]2. As a reaction SMILES: [C:1]([O:5][C:6](=[O:15])[NH:7][C:8]1[CH:13]=[CH:12][C:11]([NH2:14])=[CH:10][CH:9]=1)([CH3:4])([CH3:3])[CH3:2].[CH3:16][C:17]([CH3:21])(O)[C:18]#[N:19].[O-]S([O-])(=O)=O.[Mg+2]>>[C:1]([O:5][C:6](=[O:15])[NH:7][C:8]1[CH:9]=[CH:10][C:11]([NH:14][C:17]([C:18]#[N:19])([CH3:21])[CH3:16])=[CH:12][CH:13]=1)([CH3:4])([CH3:2])[CH3:3] |f:2.3|. Reaction conditions: temperature 80 celsius, time 2.5 hour. The reactants are C(C)(C)(C)OC(NC1=CC=C(C=C1)N)=O ((4-aminophenyl)carbamic acid tert-butyl ester), CC(C#N)(O)C (acetone cyanohydrin), [O-]S(=O)(=O)[O-].[Mg+2] (MgSO4). Yields the product C(C)(C)(C)OC(NC1=CC=C(C=C1)NC(C)(C)C#N)=O ({4-[(1-cyano-1-methylethyl)amino]phenyl}carbamic acid tert-butyl ester), 2b. Isolated yield 98.0%. Reported procedure: The mixture of 2a (0.83 g, 4 mmol), acetone cyanohydrin (4 ml) and MgSO4 (2 g) was heated to 80° C. and stirred over 2.5 h. After cooling down to room temperature, compound 2b was crystallized into water (30 ml). The solid was filtered and dried to yield {4-[(1-cyano-1-methylethyl)amino]phenyl}carbamic acid tert-butyl ester, 2b (1.08 g, 3.9 mmol, 98%). The product is CN(S(=O)(=O)C1=CC=C(C=C1)C(F)(F)F)[C@@H]1CC[C@H](CC1)CCCCN1CCCCC1 (trans-N-Methyl-N-[4-(4-piperidin-1-yl-butyl)-cyclohexyl]-4-trifluoromethyl-benzenesulfonamide). Procedure details: In analogy to examples 31.5 and 31.6, trans-Methanesulfonic acid 4-(4-methylamino-cyclohexyl)-butyl ester.trifluoro-acetic acid and 4-trifluoromethyl-phenyl-sulfonylchloride were reacted, followed by treatment with piperidine to give trans-N-Methyl-N-[4-(4-piperidin-1-yl-butyl)-cyclohexyl]-4-trifluoromethyl-benzenesulfonamide, MS: 461 (MH+). RXN SMILES: [CH3:1][NH:2][C@H:3]1[CH2:8][CH2:7][C@H:6]([CH2:9][CH2:10][CH2:11][CH2:12]OS(C)(=O)=O)[CH2:5][CH2:4]1.FC(F)(F)C(O)=O.[F:25][C:26]([F:38])([F:37])[C:27]1[CH:32]=[CH:31][C:30]([S:33](Cl)(=[O:35])=[O:34])=[CH:29][CH:28]=1.[NH:39]1[CH2:44][CH2:43][CH2:42][CH2:41][CH2:40]1>>[CH3:1][N:2]([C@H:3]1[CH2:4][CH2:5][C@H:6]([CH2:9][CH2:10][CH2:11][CH2:12][N:39]2[CH2:44][CH2:43][CH2:42][CH2:41][CH2:40]2)[CH2:7][CH2:8]1)[S:33]([C:30]1[CH:31]=[CH:32][C:27]([C:26]([F:38])([F:37])[F:25])=[CH:28][CH:29]=1)(=[O:35])=[O:34]. The reactants are CN[C@@H]1CC[C@H](CC1)CCCCOS(=O)(=O)C (trans-Methanesulfonic acid 4-(4-methylamino-cyclohexyl)-butyl ester), N1CCCCC1 (piperidine), FC(C(=O)O)(F)F (trifluoro-acetic acid), FC(C1=CC=C(C=C1)S(=O)(=O)Cl)(F)F (4-trifluoromethyl-phenyl-sulfonylchloride). Starting materials: CC#CCC(C)C(C=CC1C(O[Si](C)(C)C(C)(C)C)CC(O)C1c1cccc(CCCC(=O)OC)c1OCOC)O[Si](C)(C)C(C)(C)C, CC#N, ClC(Cl)(Cl)Cl, c1ccc(P(c2ccccc2)c2ccccc2)cc1, c1ccncc1. Yields the product CC#CCC(C)C(C=CC1C(O[Si](C)(C)C(C)(C)C)CC(Cl)C1c1cccc(CCCC(=O)OC)c1OCOC)O[Si](C)(C)C(C)(C)C. Reaction SMILES: [CH3:1][O:2][C:3]([CH2:4][CH2:5][CH2:6][c:7]1[c:8]([O:44][CH2:45][O:46][CH3:47])[c:9]([CH:13]2[CH:14]([CH:27]=[CH:28][CH:29]([CH:30]([CH2:31][C:32]#[C:33][CH3:34])[CH3:35])[O:36][Si:37]([CH3:38])([CH3:39])[C:40]([CH3:41])([CH3:42])[CH3:43])[CH:15]([O:19][Si:20]([CH3:21])([CH3:22])[C:23]([CH3:24])([CH3:25])[CH3:26])[CH2:16][CH:17]2[OH:18])[cH:10][cH:11][cH:12]1)=[O:48].[CH3:79][C:80]#[N:81].[Cl:74][C:75]([Cl:76])([Cl:77])[Cl:78].[c:49]1([P:50]([c:51]2[cH:52][cH:53][cH:54][cH:55][cH:56]2)[c:57]2[cH:58][cH:59][cH:60][cH:61][cH:62]2)[cH:63][cH:64][cH:65][cH:66][cH:67]1.[cH:68]1[cH:69][cH:70][n:71][cH:72][cH:73]1>>[CH3:1][O:2][C:3]([CH2:4][CH2:5][CH2:6][c:7]1[c:8]([O:44][CH2:45][O:46][CH3:47])[c:9]([CH:13]2[CH:14]([CH:27]=[CH:28][CH:29]([CH:30]([CH2:31][C:32]#[C:33][CH3:34])[CH3:35])[O:36][Si:37]([CH3:38])([CH3:39])[C:40]([CH3:41])([CH3:42])[CH3:43])[CH:15]([O:19][Si:20]([CH3:21])([CH3:22])[C:23]([CH3:24])([CH3:25])[CH3:26])[CH2:16][CH:17]2[Cl:74])[cH:10][cH:11][cH:12]1)=[O:48]. Starting materials: C(C1=CC=CC=C1)OC(=O)Cl (benzyloxycarbonyl chloride), aqueous solution, C1(=CC=CC=C1)SC[C@H](N)C(=O)O (S-phenyl-L-cysteine), aqueous solution, [OH-].[Na+] (sodium hydroxide). Reaction conditions: temperature 25 celsius. Yields the product C(C1=CC=CC=C1)OC(=O)N[C@@H](CSC1=CC=CC=C1)C(=O)O (N-benzyloxycarbonyl-S-phenyl-L-cysteine). The yield is 93.1%. Reaction SMILES: [C:1]1([S:7][CH2:8][C@@H:9]([C:11]([OH:13])=[O:12])[NH2:10])[CH:6]=[CH:5][CH:4]=[CH:3][CH:2]=1.[OH-].[Na+].[CH2:16]([O:23][C:24](Cl)=[O:25])[C:17]1[CH:22]=[CH:21][CH:20]=[CH:19][CH:18]=1>>[CH2:16]([O:23][C:24]([NH:10][C@H:9]([C:11]([OH:13])=[O:12])[CH2:8][S:7][C:1]1[CH:2]=[CH:3][CH:4]=[CH:5][CH:6]=1)=[O:25])[C:17]1[CH:22]=[CH:21][CH:20]=[CH:19][CH:18]=1 |f:1.2|. Reported procedure: To 62.31 g of an aqueous solution containing 4.55 g of S-phenyl-L-cysteine and maintained at pH 11 with a 30% aqueous solution of sodium hydroxide under constant stirring at about 25° C., 3.94 g of benzyloxycarbonyl chloride (1.0 mole per mole of S-phenyl-L-cysteine) was added dropwise over 1 hour. The mixture was allowed to react for a further 12 hours. The resulting reaction mixture weighed 67.19 g, had a pH value of 10.9, and contained 7.12 g of N-benzyloxycarbonyl-S-phenyl-L-cysteine (concen...